The task is: describe an organic reaction: reactants, conditions, products, and yield. This data is from the Open Reaction Database (ORD), a public repository of structured organic reaction records. Reactants: O=C(O)C(F)(F)F, Cn1nc(NCC(=O)NC2CNC2)c2cc(C(O)C(F)(F)F)ccc21, Cc1ccc(C2(O)CCC(=O)CC2)cn1. The product is Cc1ccc(C2(O)CCC(N3CC(NC(=O)CNc4nn(C)c5ccc(C(O)C(F)(F)F)cc45)C3)CC2)cn1. Reaction SMILES: [F:26][C:27]([F:28])([F:29])[C:30]([OH:31])=[O:32].[NH:1]1[CH2:2][CH:3]([NH:5][C:6]([CH2:7][NH:8][c:9]2[n:10][n:11]([CH3:24])[c:12]3[cH:13][cH:14][c:15]([CH:18]([C:19]([F:20])([F:21])[F:22])[OH:23])[cH:16][c:17]23)=[O:25])[CH2:4]1.[OH:33][C:34]1([c:41]2[cH:42][n:43][c:44]([CH3:47])[cH:45][cH:46]2)[CH2:35][CH2:36][C:37](=[O:40])[CH2:38][CH2:39]1>>[N:1]1([CH:37]2[CH2:36][CH2:35][C:34]([OH:33])([c:41]3[cH:42][n:43][c:44]([CH3:47])[cH:45][cH:46]3)[CH2:39][CH2:38]2)[CH2:2][CH:3]([NH:5][C:6]([CH2:7][NH:8][c:9]2[n:10][n:11]([CH3:24])[c:12]3[cH:13][cH:14][c:15]([CH:18]([C:19]([F:20])([F:21])[F:22])[OH:23])[cH:16][c:17]23)=[O:25])[CH2:4]1. Reactants: [Al+3], CCOC(=O)c1cn(Cc2ccccc2)nc1OCc1ccc(OCc2nc(-c3ccco3)oc2C)c(C)c1, CCOC(C)=O, [H-], [H-], [H-], [H-], [Li+], [Na+], [Na+], C1CCOC1, O, O, O, O, O, O, O, O, O, O, O=S(=O)([O-])[O-]. Yields the product Cc1cc(COc2nn(Cc3ccccc3)cc2CO)ccc1OCc1nc(-c2ccco2)oc1C. Reaction SMILES: [Al+3:41].[CH2:1]([c:2]1[cH:3][cH:4][cH:5][cH:6][cH:7]1)[n:8]1[n:9][c:10]([O:18][CH2:19][c:20]2[cH:21][c:22]([CH3:39])[c:23]([O:26][CH2:27][c:28]3[n:29][c:30](-[c:34]4[o:35][cH:36][cH:37][cH:38]4)[o:31][c:32]3[CH3:33])[cH:24][cH:25]2)[c:11]([C:13](=[O:14])[O:15][CH2:16][CH3:17])[cH:12]1.[CH3:68][CH2:69][O:70][C:71](=[O:72])[CH3:73].[H-:40].[H-:43].[H-:44].[H-:45].[Li+:42].[Na+:61].[Na+:62].[O:63]1[CH2:64][CH2:65][CH2:66][CH2:67]1.[OH2:46].[OH2:47].[OH2:48].[OH2:49].[OH2:50].[OH2:51].[OH2:52].[OH2:53].[OH2:54].[OH2:55].[S:56]([O-:57])([O-:58])(=[O:59])=[O:60]>>[CH2:1]([c:2]1[cH:3][cH:4][cH:5][cH:6][cH:7]1)[n:8]1[n:9][c:10]([O:18][CH2:19][c:20]2[cH:21][c:22]([CH3:39])[c:23]([O:26][CH2:27][c:28]3[n:29][c:30](-[c:34]4[o:35][cH:36][cH:37][cH:38]4)[o:31][c:32]3[CH3:33])[cH:24][cH:25]2)[c:11]([CH2:13][OH:14])[cH:12]1. Starting materials: N1(CCCC1)C1=CCCCC1 (1-pyrrolidino-1-cyclohexene), COC(C(C)C1=CC(=C(C=C1)CBr)Cl)=O (methyl-2-(4-bromomethyl-3-chlorophenyl)propionate), O1CCOCC1 (dioxane), Cl (hydrochloric acid). The product is COC(C(C)C1=CC(=C(C=C1)CC1C(CCCC1)=O)Cl)=O (methyl-2-[3-chloro-4-(2-oxocyclohexane-1-yl methyl)phenyl]propionate). Isolated yield 73.0%. As a reaction SMILES: N1([C:6]2[CH2:11][CH2:10][CH2:9][CH2:8][CH:7]=2)CCCC1.[CH3:12][O:13][C:14](=[O:26])[CH:15]([C:17]1[CH:22]=[CH:21][C:20]([CH2:23]Br)=[C:19]([Cl:25])[CH:18]=1)[CH3:16].Cl.[O:28]1CCOCC1>>[CH3:12][O:13][C:14](=[O:26])[CH:15]([C:17]1[CH:22]=[CH:21][C:20]([CH2:23][CH:6]2[CH2:7][CH2:8][CH2:9][CH2:10][C:11]2=[O:28])=[C:19]([Cl:25])[CH:18]=1)[CH3:16]. Reported procedure: 4.4 g of 1-pyrrolidino-1-cyclohexene, 6 g of methyl-2-(4-bromomethyl-3-chlorophenyl)propionate and 20 ml of dioxane were mixed together to obtain a mixed liquid which was refluxed under agitation for 4 hours. After the end of the reaction, the reaction mixture obtained was incorporated with diluted hydrochloric acid and then extracted with 100 ml of ethyl acetate. The extract obtained was washed with water, dried, freed of the solvent and then distilled at a reduced pressure thereby to obtain 4.... Reactants: C1CCOC1, [Li]CCCC, CC1(C)CCCC(C)(C)N1, Fc1cnccn1, O=C1CCOCC1. Yields the product OC1(c2nccnc2F)CCOCC1. RXN SMILES: [CH2:30]1[O:31][CH2:32][CH2:33][CH2:34]1.[CH3:1][CH2:2][CH2:3][CH2:4][Li:5].[CH3:6][C:7]1([CH3:8])[CH2:9][CH2:10][CH2:11][C:12]([CH3:13])([CH3:14])[NH:15]1.[F:16][c:17]1[n:18][cH:19][cH:20][n:21][cH:22]1.[O:23]1[CH2:24][CH2:25][C:26](=[O:29])[CH2:27][CH2:28]1>>[F:16][c:17]1[n:18][cH:19][cH:20][n:21][c:22]1[C:26]1([OH:29])[CH2:25][CH2:24][O:23][CH2:28][CH2:27]1. Reactants: C1CCNC1, COc1ccc2c(c1)C(=O)CCO2, CO, O=Cc1cccnc1. Yields the product C=C1Oc2ccc(OC)cc2C(=O)C1c1cccnc1. Reaction SMILES: [CH2:22]1[CH2:23][NH:24][CH2:25][CH2:26]1.[CH3:1][O:2][c:3]1[cH:4][c:5]2[c:10]([cH:11][cH:12]1)[O:9][CH2:8][CH2:7][C:6]2=[O:13].[CH3:27][OH:28].[n:14]1[cH:15][c:16]([CH:20]=[O:21])[cH:17][cH:18][cH:19]1>>[CH3:1][O:2][c:3]1[cH:4][c:5]2[c:10]([cH:11][cH:12]1)[O:9][C:8](=[CH2:7])[CH:20]([c:16]1[cH:15][n:14][cH:19][cH:18][cH:17]1)[C:6]2=[O:13]. As a reaction SMILES: [CH2:9]=[CH:10][C:11]#[N:12].[F:1][c:2]1[cH:3][cH:4][c:5]([OH:8])[cH:6][cH:7]1.[OH2:13]>>[F:1][c:2]1[cH:3][cH:4][c:5]([O:8][CH2:9][CH2:10][C:11]#[N:12])[cH:6][cH:7]1. The reactants are C=CC#N, Oc1ccc(F)cc1, O. Product: N#CCCOc1ccc(F)cc1.